This data is from the Open Reaction Database (ORD), a public repository of structured organic reaction records. The task is: describe an organic reaction: reactants, conditions, products, and yield The reactants are N12CCCCCC2=NCCC1 (1,8-Diazabicyclo[5.4.0]undec-7-ene), C(C)(C)(C)OC(=O)N1C(=CC=2C=NC=CC21)CN2C(CN(CC2)CC#CC=2C=NC=CC2NC(=O)OC(C)(C)C)=O (2-{4-[3-(4-tert-butoxycarbonylamino-pyridin-3-yl)-prop-2-ynyl]-2-oxo-piperazin-1-ylmethyl}-pyrrolo[3,2-c]pyridine-1-carboxylic acid tert-butyl ester). Run in CC#N (CH3CN). Reaction conditions: temperature 50 celsius, time 4 hour. The product is C(C)(C)(C)OC(=O)N1C(=CC=2CNCCC21)CN2C(CN(CC2)CC2=CC=1C=NC=CC1N2C(=O)OC(C)(C)C)=O (2-[4-(1-tert-Butoxycarbonyl-1H-pyrrolo[3,2-c]pyridin-2-ylmethyl)-2-oxo-piperazin-1-ylmethyl]-pyrrolo[3,2-c]piperidine-1-carboxylic acid tert-butyl ester). Yield: 107.5%. As a reaction SMILES: N12CCCN=C1CCCCC2.[C:12]([O:16][C:17]([N:19]1[C:27]2[CH:26]=[CH:25][N:24]=[CH:23][C:22]=2[CH:21]=[C:20]1[CH2:28][N:29]1[CH2:34][CH2:33][N:32]([CH2:35][C:36]#[C:37][C:38]2[CH:39]=[N:40][CH:41]=[CH:42][C:43]=2[NH:44][C:45]([O:47][C:48]([CH3:51])([CH3:50])[CH3:49])=[O:46])[CH2:31][C:30]1=[O:52])=[O:18])([CH3:15])([CH3:14])[CH3:13]>CC#N>[C:12]([O:16][C:17]([N:19]1[C:27]2[CH2:26][CH2:25][NH:24][CH2:23][C:22]=2[CH:21]=[C:20]1[CH2:28][N:29]1[CH2:34][CH2:33][N:32]([CH2:35][C:36]2[N:44]([C:45]([O:47][C:48]([CH3:51])([CH3:50])[CH3:49])=[O:46])[C:43]3[CH:42]=[CH:41][N:40]=[CH:39][C:38]=3[CH:37]=2)[CH2:31][C:30]1=[O:52])=[O:18])([CH3:15])([CH3:14])[CH3:13]. Reported procedure: 1,8-Diazabicyclo[5.4.0]undec-7-ene (42 mg, 0.27 mmol) is added to a suspension containing 2-{4-[3-(4-tert-butoxycarbonylamino-pyridin-3-yl)-prop-2-ynyl]-2-oxo-piperazin-1-ylmethyl}-pyrrolo[3,2-c]pyridine-1-carboxylic acid tert-butyl ester (77 mg, 0.14 mmol) in anhydrous CH3CN (10 mL) and the mixture is warmed to 50° C. After 4 h, the reaction mixture is concentrated to dryness and the residue is partitioned between CH2Cl2 (50 mL) and water (50 mL) and the layers are separated. The aqueous layer ...